From a dataset of the Open Reaction Database (ORD), a public repository of structured organic reaction records. describe an organic reaction: reactants, conditions, products, and yield Reactants: C=Cc1cc(CC(C(=O)OCC)C(=O)OCC)cnc1NC(=O)OC(C)(C)C, CCO, ClCCl, [K+], [OH-]. Yields the product C=Cc1cc(CC(C(=O)O)C(=O)OCC)cnc1NC(=O)OC(C)(C)C. As a reaction SMILES: [CH2:3]([CH3:4])[O:5][C:6]([CH:7]([C:8](=[O:9])[O:10][CH2:11][CH3:12])[CH2:13][c:14]1[cH:15][n:16][c:17]([NH:22][C:23](=[O:24])[O:25][C:26]([CH3:27])([CH3:28])[CH3:29])[c:18]([CH:20]=[CH2:21])[cH:19]1)=[O:30].[CH3:31][CH2:32][OH:33].[Cl:34][CH2:35][Cl:36].[K+:2].[OH-:1]>>[CH2:3]([CH3:4])[O:5][C:6]([CH:7]([C:8](=[O:9])[OH:10])[CH2:13][c:14]1[cH:15][n:16][c:17]([NH:22][C:23](=[O:24])[O:25][C:26]([CH3:27])([CH3:28])[CH3:29])[c:18]([CH:20]=[CH2:21])[cH:19]1)=[O:30].